From a dataset of the Open Reaction Database (ORD), a public repository of structured organic reaction records. describe an organic reaction: reactants, conditions, products, and yield The reactants are Br.[NH+]1=CC=CC=C1 (pyridinium hydrobromide), C(C)(=O)C1=C(N=C(S1)N)C(=O)OCC (ethyl 5-acetyl-2-amino-4-thiazolecarboxylate), solution, Br (hydrogen bromide), O (water). The solvent is C(C)(=O)O (acetic acid), C(C)(=O)O (acetic acid). Reaction conditions: time 1 hour. Yields the product NC=1SC(=C(N1)C(=O)OCC)C(CBr)=O (ethyl 2-amino-5-(2-bromoacetyl)-4-thiazolecarboxylate). Reaction SMILES: [C:1]([C:4]1[S:8][C:7]([NH2:9])=[N:6][C:5]=1[C:10]([O:12][CH2:13][CH3:14])=[O:11])(=[O:3])[CH3:2].[BrH:15].Br.[NH+]1C=CC=CC=1.O>C(O)(=O)C>[NH2:9][C:7]1[S:8][C:4]([C:1](=[O:3])[CH2:2][Br:15])=[C:5]([C:10]([O:12][CH2:13][CH3:14])=[O:11])[N:6]=1 |f:2.3|. Procedure: To a solution of ethyl 5-acetyl-2-amino-4-thiazolecarboxylate (12.9 g) in a mixture of 30% solution of hydrogen bromide in acetic acid (50 ml) and acetic acid (50 ml) was added pyridinium hydrobromide perbromide (21.1 g) at ambient temperature and stirred for one hour. The reaction mixture was poured into water and extracted with ethyl acetate. The extract was washed with brine, dried over magnesium sulfate, and evaporated in vacuo. The residue was washed with diisopropyl ether to give ethyl 2-a... The reactants are COC(=O)C=1C=NC(=C(C1)Br)Cl (5-bromo-6-chloro-3-pyridinecarboxylic acid methyl ester), NC[C@@](O)(C1CC1)C ((S)-α-(aminomethyl)-α-methyl-cyclopropanemethanol), ClC1=CC=C(C=C1)B(O)O (4-chlorophenyl-boronic acid), OCC1=CC=NC=C1 (4-(hydroxymethyl)-pyridine). The product is ClC1=CC=C(C=C1)C=1C(=NC=C(C(=O)NC[C@@](C)(O)C2CC2)C1)OCC1=CC=NC=C1 (5-(4-Chloro-phenyl)-N—((S)-2-cyclopropyl-2-hydroxy-propyl)-6-(pyridin-4-ylmethoxy)-nicotinamide). Reaction SMILES: CO[C:3]([C:5]1[CH:6]=[N:7][C:8](Cl)=[C:9](Br)[CH:10]=1)=[O:4].[Cl:13][C:14]1[CH:19]=[CH:18][C:17](B(O)O)=[CH:16][CH:15]=1.[OH:23][CH2:24][C:25]1[CH:30]=[CH:29][N:28]=[CH:27][CH:26]=1.[NH2:31][CH2:32][C@:33]([CH3:38])([CH:35]1[CH2:37][CH2:36]1)[OH:34]>>[Cl:13][C:14]1[CH:19]=[CH:18][C:17]([C:9]2[C:8]([O:23][CH2:24][C:25]3[CH:30]=[CH:29][N:28]=[CH:27][CH:26]=3)=[N:7][CH:6]=[C:5]([CH:10]=2)[C:3]([NH:31][CH2:32][C@:33]([CH:35]2[CH2:37][CH2:36]2)([OH:34])[CH3:38])=[O:4])=[CH:16][CH:15]=1. Procedure details: The title compound was synthesized in analogy to the procedure described for the preparation of Example 5, using 5-bromo-6-chloro-3-pyridinecarboxylic acid methyl ester, 4-chlorophenyl-boronic acid (commercially available), 4-(hydroxymethyl)-pyridine, and (S)-α-(aminomethyl)-α-methyl-cyclopropanemethanol (WO 2006/106054) as starting materials. MS (ISP): 438.1 (M+H+).